describe an organic reaction: reactants, conditions, products, and yield From a dataset of the Open Reaction Database (ORD), a public repository of structured organic reaction records. The reactants are COc1ccc(-n2[nH]c(C)cc2=O)cc1, ClC(Cl)Cl, COC(=O)C(=O)C(F)(F)F. The product is COC(=O)C(O)(c1c(C)[nH]n(-c2ccc(OC)cc2)c1=O)C(F)(F)F. Reaction SMILES: [CH3:1][O:2][c:3]1[cH:4][cH:5][c:6](-[n:9]2[nH:10][c:11]([CH3:15])[cH:12][c:13]2=[O:14])[cH:7][cH:8]1.[CH:26]([Cl:27])([Cl:28])[Cl:29].[F:16][C:17]([C:18]([C:19](=[O:20])[O:21][CH3:22])=[O:23])([F:24])[F:25]>>[CH3:1][O:2][c:3]1[cH:4][cH:5][c:6](-[n:9]2[nH:10][c:11]([CH3:15])[c:12]([C:18]([C:17]([F:16])([F:24])[F:25])([C:19](=[O:20])[O:21][CH3:22])[OH:23])[c:13]2=[O:14])[cH:7][cH:8]1. Reactants: ClC=1C=C(C=CC1)C1=CC(=C2C(=N1)CCC2)NC=2C=C(C=CC2)CC(=O)OC (methyl 2-(3-((2-(3-chlorophenyl)-6,7-dihydro-5H-cyclopenta[b]pyridin-4-yl)amino)phenyl)acetate), CSC (DMS), hydrochloride salt. The product is Cl.ClC=1C=C(C=CC1)C1=CC(=C2C(=N1)CCC2)NC=2C=C(C=CC2)CCO (2-(3-((2-(3-Chlorophenyl)-6,7-dihydro-5H-cyclopenta[b]pyridin-4-yl)amino)phenyl)ethanol hydrochloride). The yield is 159.5%. Reaction SMILES: [Cl:1][C:2]1[CH:3]=[C:4]([C:8]2[N:13]=[C:12]3[CH2:14][CH2:15][CH2:16][C:11]3=[C:10]([NH:17][C:18]3[CH:19]=[C:20]([CH2:24][C:25](OC)=[O:26])[CH:21]=[CH:22][CH:23]=3)[CH:9]=2)[CH:5]=[CH:6][CH:7]=1.CSC>>[ClH:1].[Cl:1][C:2]1[CH:3]=[C:4]([C:8]2[N:13]=[C:12]3[CH2:14][CH2:15][CH2:16][C:11]3=[C:10]([NH:17][C:18]3[CH:19]=[C:20]([CH2:24][CH2:25][OH:26])[CH:21]=[CH:22][CH:23]=3)[CH:9]=2)[CH:5]=[CH:6][CH:7]=1 |f:2.3|. Reported procedure: Following general procedure E2, methyl 2-(3-((2-(3-chlorophenyl)-6,7-dihydro-5H-cyclopenta[b]pyridin-4-yl)amino)phenyl)acetate (0.080 g, 0.20 mmol) was reacted with BH3.DMS (2.0 M, 0.30 mL, 0.60 mmol), followed by formation of the hydrochloride salt to afford the title compound (0.064 g, 80%) as a light yellow solid. MW=401.33. 1H NMR (DMSO-d6, 500 MHz) δ 14.08 (s, 1H), 9.81 (s, 1H), 7.90 (t, J=1.8 Hz, 1H), 7.76-7.68 (m, 1H), 7.67-7.63 (m, 1H), 7.59 (t, J=7.8 Hz, 1H), 7.40 (t, J=7.8 Hz, 1H), 7.3...